describe an organic reaction: reactants, conditions, products, and yield From a dataset of the Open Reaction Database (ORD), a public repository of structured organic reaction records. Reactants: COC1=CC=C(C=C1)C1=CC(CCC1)NCCCC1=CC=CC=C1 ((RS)-[3-(4-methoxy-phenyl)-cyclohex-2-enyl]-(3-phenyl-propyl)-amine). Reagents/catalysts: [Pd] (Pd/C). The solvent is CO (MeOH). Reaction conditions: time 3 hour. Yields the product COC1=CC=C(C=C1)C1CC(CCC1)NCCCC1=CC=CC=C1 ((1RS,3SR)-[3-(4-methoxy-phenyl)-cyclohexyl]-(3-phenyl-propyl)-amine). Reaction SMILES: [CH3:1][O:2][C:3]1[CH:8]=[CH:7][C:6]([C:9]2[CH2:14][CH2:13][CH2:12][CH:11]([NH:15][CH2:16][CH2:17][CH2:18][C:19]3[CH:24]=[CH:23][CH:22]=[CH:21][CH:20]=3)[CH:10]=2)=[CH:5][CH:4]=1>[Pd].CO>[CH3:1][O:2][C:3]1[CH:4]=[CH:5][C:6]([CH:9]2[CH2:14][CH2:13][CH2:12][CH:11]([NH:15][CH2:16][CH2:17][CH2:18][C:19]3[CH:24]=[CH:23][CH:22]=[CH:21][CH:20]=3)[CH2:10]2)=[CH:7][CH:8]=1. Procedure details: A mixture of (RS)-[3-(4-methoxy-phenyl)-cyclohex-2-enyl]-(3-phenyl-propyl)-amine (1.54 g, 4.79 mmol), 10% Pd/C (0.3 g) and MeOH (30 ml) was hydrogenated for 3 h. Removal of the catalyst, evaporation of the solvent and separation of the isomers by flash-chromatography over SiO2 (Biotage 40, 90 g) eluting with AcOEt gave (1RS,3SR)-[3-(4-methoxy-phenyl)-cyclohexyl]-(3-phenyl-propyl)-amine (0.64 g, 41%, light yellow oil, MS: m/e=324.4 (M+H+)) and (1RS,3RS)-[3-(4-methoxy-phenyl)-cyclohexyl]-(3-phenyl...